From a dataset of the Open Reaction Database (ORD), a public repository of structured organic reaction records. describe an organic reaction: reactants, conditions, products, and yield Reactants: O=C1CCCC(Cc2ccccc2)CCC1, CCOC(C)=O, O, Cl[Se]c1ccccc1. The product is O=C1C=CCC(Cc2ccccc2)CCC1. Reaction SMILES: [CH2:1]([c:2]1[cH:3][cH:4][cH:5][cH:6][cH:7]1)[CH:8]1[CH2:9][CH2:10][CH2:11][C:12](=[O:16])[CH2:13][CH2:14][CH2:15]1.[CH3:26][CH2:27][O:28][C:29](=[O:30])[CH3:31].[OH2:25].[c:17]1([Se:18][Cl:19])[cH:20][cH:21][cH:22][cH:23][cH:24]1>>[CH2:1]([c:2]1[cH:3][cH:4][cH:5][cH:6][cH:7]1)[CH:8]1[CH2:9][CH:10]=[CH:11][C:12](=[O:16])[CH2:13][CH2:14][CH2:15]1.